From a dataset of the Open Reaction Database (ORD), a public repository of structured organic reaction records. describe an organic reaction: reactants, conditions, products, and yield Starting materials: NC[C@H](C)N1N=C(C=C1)C1=CC(=C(C#N)C=C1)Cl ((S)-4-(1-(1-aminopropan-2-yl)-1H-pyrazol-3-yl)-2-chlorobenzonitrile), C(C)(=O)C=1OC=C(N1)C(=O)O (2-acetyloxazole-4-carboxylic acid). Yields the product C(C)(=O)C=1OC=C(N1)C(=O)NC[C@H](C)N1N=C(C=C1)C1=CC(=C(C=C1)C#N)Cl ((S)-2-acetyl-N-(2-(3-(3-chloro-4-cyanophenyl)-1H-pyrazol-1-yl)propyl)-oxazole-4-carboxamide). Yield: 36.0%. As a reaction SMILES: [NH2:1][CH2:2][C@@H:3]([N:5]1[CH:9]=[CH:8][C:7]([C:10]2[CH:17]=[CH:16][C:13]([C:14]#[N:15])=[C:12]([Cl:18])[CH:11]=2)=[N:6]1)[CH3:4].[C:19]([C:22]1[O:23][CH:24]=[C:25]([C:27](O)=[O:28])[N:26]=1)(=[O:21])[CH3:20]>>[C:19]([C:22]1[O:23][CH:24]=[C:25]([C:27]([NH:1][CH2:2][C@@H:3]([N:5]2[CH:9]=[CH:8][C:7]([C:10]3[CH:17]=[CH:16][C:13]([C:14]#[N:15])=[C:12]([Cl:18])[CH:11]=3)=[N:6]2)[CH3:4])=[O:28])[N:26]=1)(=[O:21])[CH3:20]. Reported procedure: (S)-2-acetyl-N-(2-(3-(3-chloro-4-cyanophenyl)-1H-pyrazol-1-yl)propyl)-oxazole-4-carboxamide was prepared using the method of Example 34(d) starting from (S)-4-(1-(1-aminopropan-2-yl)-1H-pyrazol-3-yl)-2-chlorobenzonitrile (521 mg, 2.00 mmol) and 2-acetyloxazole-4-carboxylic acid (372 mg, 2.40 mmol). The product was purified by Flash-chromatography. Yield 36.0%. 1H-NMR (400 MHz; CDCl3): δ 1.62 (d, 3H), 2.61 (s, 3H), 3.75-3.98 (m, 2H), 4.59-4.71 (m, 1H), 6.62 (d, 1H), 7.45-7.53 (m, 2H), 7.71 (d, 1H... Reactants: O=C([O-])[O-], CCOC(=O)C(Cc1ccc(OCCBr)cc1)OCC, CC1(C)NC(=O)c2ccccc2O1, [K+], [K+], CN(C)C=O, O. The product is CCOC(=O)C(Cc1ccc(OCCN2C(=O)c3ccccc3OC2(C)C)cc1)OCC. Reaction SMILES: [C:14](=[O:15])([O-:16])[O-:17].[CH2:20]([CH3:21])[O:22][CH:23]([C:24](=[O:25])[O:26][CH2:27][CH3:28])[CH2:29][c:30]1[cH:31][cH:32][c:33]([O:36][CH2:37][CH2:38][Br:39])[cH:34][cH:35]1.[CH3:1][C:2]1([CH3:13])[O:3][c:4]2[c:5]([cH:9][cH:10][cH:11][cH:12]2)[C:6](=[O:8])[NH:7]1.[K+:18].[K+:19].[O:40]=[CH:41][N:42]([CH3:43])[CH3:44].[OH2:45]>>[CH3:1][C:2]1([CH3:13])[O:3][c:4]2[c:5]([cH:9][cH:10][cH:11][cH:12]2)[C:6](=[O:8])[N:7]1[CH2:38][CH2:37][O:36][c:33]1[cH:32][cH:31][c:30]([CH2:29][CH:23]([O:22][CH2:20][CH3:21])[C:24](=[O:25])[O:26][CH2:27][CH3:28])[cH:35][cH:34]1. The reactants are [N+](=O)([O-])C=1C=C2CCC(C2=CC1)C(C(=O)N(CC1=CC=CC=C1)F)(F)F (2-(5-nitroindanyl)-N-(phenylmethyl)trifluoroacetamide). The reagents and catalysts are [Pd] (Pd/C). The solvent is C1CCOC1.CO (THF MeOH). Conditions: time 1 hour. Product: NC=1C=C2CCC(C2=CC1)C(C(=O)N(CC1=CC=CC=C1)F)(F)F (2-(5-aminoindanyl)-N-(phenylmethyl)trifluoroacetamide). RXN SMILES: [N+:1]([C:4]1[CH:5]=[C:6]2[C:10](=[CH:11][CH:12]=1)[CH:9]([C:13]([F:26])([F:25])[C:14]([N:16]([F:24])[CH2:17][C:18]1[CH:23]=[CH:22][CH:21]=[CH:20][CH:19]=1)=[O:15])[CH2:8][CH2:7]2)([O-])=O>C1COCC1.CO.[Pd]>[NH2:1][C:4]1[CH:5]=[C:6]2[C:10](=[CH:11][CH:12]=1)[CH:9]([C:13]([F:26])([F:25])[C:14]([N:16]([F:24])[CH2:17][C:18]1[CH:19]=[CH:20][CH:21]=[CH:22][CH:23]=1)=[O:15])[CH2:8][CH2:7]2 |f:1.2|. Procedure details: To a stirred solution of 2-(5-nitroindanyl)-N-(phenylmethyl)trifluoroacetamide (1.17g, 3.21 mmol) in THF/MeOH (100 ml, 1:1) was added a catalytic amount of 10% Pd/C. The mixture was hydrogenated at 50 psi for 1 hr, filtered through celite, and concentrated to give 2-(5-aminoindanyl)-N-(phenylmethyl)trifluoroacetamide which was homogeneous by TLC and used immediately in step (f). Run in O1CCOCC1 (dioxane). Conditions: time 1 hour. Reported procedure: 17 g of 4-[3-(3-bromo-3-phenylpropyl)-2-(4-methoxyphenyl)-4-oxoazetidin-1-yl]-benzonitrile are dissolved in 500 ml of dioxane and, after addition of 34 ml of ˜40 percent tetrabutylammonium trifluoroacetate solution, heated to reflux for 24 h. The mixture was concentrated to about half the volume, mixed with water and methyl tert-butyl ether and separated into the phases. The organic phase is concentrated, and the residue is stirred with 500 ml of ethanol and 200 ml of concentrated ammonia at roo... The product is OC(CCC1C(N(C1=O)C1=CC=C(C#N)C=C1)C1=CC=C(C=C1)OC)C1=CC=CC=C1 (4-[3-(3-Hydroxy-3-phenylpropyl)-2-(4-methoxyphenyl)-4-oxoazetidin-1-yl]benzonitrile). As a reaction SMILES: Br[CH:2]([C:26]1[CH:31]=[CH:30][CH:29]=[CH:28][CH:27]=1)[CH2:3][CH2:4][CH:5]1[C:8](=[O:9])[N:7]([C:10]2[CH:17]=[CH:16][C:13]([C:14]#[N:15])=[CH:12][CH:11]=2)[CH:6]1[C:18]1[CH:23]=[CH:22][C:21]([O:24][CH3:25])=[CH:20][CH:19]=1.FC(F)(F)C([O-])=[O:35].C([N+](CCCC)(CCCC)CCCC)CCC>O1CCOCC1>[OH:35][CH:2]([C:26]1[CH:31]=[CH:30][CH:29]=[CH:28][CH:27]=1)[CH2:3][CH2:4][CH:5]1[C:8](=[O:9])[N:7]([C:10]2[CH:17]=[CH:16][C:13]([C:14]#[N:15])=[CH:12][CH:11]=2)[CH:6]1[C:18]1[CH:23]=[CH:22][C:21]([O:24][CH3:25])=[CH:20][CH:19]=1 |f:1.2|. The reactants are BrC(CCC1C(N(C1=O)C1=CC=C(C#N)C=C1)C1=CC=C(C=C1)OC)C1=CC=CC=C1 (4-[3-(3-bromo-3-phenylpropyl)-2-(4-methoxyphenyl)-4-oxoazetidin-1-yl]-benzonitrile), FC(C(=O)[O-])(F)F.C(CCC)[N+](CCCC)(CCCC)CCCC (tetrabutylammonium trifluoroacetate). Reactants: O=C(O)c1ccc(CBr)cc1, CCO, Cl, [Na+], [S-]c1ccccc1. Product: O=C(O)c1ccc(CSc2ccccc2)cc1. RXN SMILES: [Br:1][CH2:2][c:3]1[cH:4][cH:5][c:6]([C:7](=[O:8])[OH:9])[cH:10][cH:11]1.[CH3:21][CH2:22][OH:23].[ClH:20].[Na+:19].[S-:12][c:13]1[cH:14][cH:15][cH:16][cH:17][cH:18]1>>[CH2:2]([c:3]1[cH:4][cH:5][c:6]([C:7](=[O:8])[OH:9])[cH:10][cH:11]1)[S:12][c:13]1[cH:14][cH:15][cH:16][cH:17][cH:18]1. The reactants are CC(C)(C)OC(=O)NC1CCC(C(=O)Nc2cccc(-c3cccc4c3C(=Cc3ccc[nH]3)C(=O)N4)c2)CC1, ClCCl, CCOC(C)=O, O=C(O)C(F)(F)F. The product is NC1CCC(C(=O)Nc2cccc(-c3cccc4c3C(=Cc3ccc[nH]3)C(=O)N4)c2)CC1. RXN SMILES: [C:1]([O:2][C:3](=[O:4])[NH:7][CH:8]1[CH2:9][CH2:10][CH:11]([C:14]([NH:15][c:16]2[cH:17][c:18](-[c:22]3[c:23]4[c:27]([cH:28][cH:29][cH:30]3)[NH:26][C:25](=[O:31])[C:24]4=[CH:32][c:33]3[nH:34][cH:35][cH:36][cH:37]3)[cH:19][cH:20][cH:21]2)=[O:38])[CH2:12][CH2:13]1)([CH3:5])([CH3:6])[CH3:39].[CH2:47]([Cl:48])[Cl:49].[CH3:50][CH2:51][O:52][C:53](=[O:54])[CH3:55].[OH:40][C:41]([C:42]([F:43])([F:44])[F:45])=[O:46]>>[NH2:7][CH:8]1[CH2:9][CH2:10][CH:11]([C:14]([NH:15][c:16]2[cH:17][c:18](-[c:22]3[c:23]4[c:27]([cH:28][cH:29][cH:30]3)[NH:26][C:25](=[O:31])[C:24]4=[CH:32][c:33]3[nH:34][cH:35][cH:36][cH:37]3)[cH:19][cH:20][cH:21]2)=[O:38])[CH2:12][CH2:13]1. Reactants: Cn1c(COc2ccc(CC3SC(=O)NC3=O)cc2)nc2ccc(Oc3ccc4cccc(N)c4c3)cc21, C1CCOC1, S=C=NCc1ccccc1. Yields the product Cn1c(COc2ccc(CC3SC(=O)NC3=O)cc2)nc2ccc(Oc3ccc4cccc(NC(=S)NCc5ccccc5)c4c3)cc21. As a reaction SMILES: [NH2:1][c:2]1[cH:3][cH:4][cH:5][c:6]2[cH:7][cH:8][c:9]([O:12][c:13]3[cH:14][cH:15][c:16]4[c:17]([n:18]([CH3:37])[c:19]([CH2:21][O:22][c:23]5[cH:24][cH:25][c:26]([CH2:27][CH:28]6[C:29](=[O:34])[NH:30][C:31](=[O:33])[S:32]6)[cH:35][cH:36]5)[n:20]4)[cH:38]3)[cH:10][c:11]12.[O:49]1[CH2:50][CH2:51][CH2:52][CH2:53]1.[S:39]=[C:40]=[N:41][CH2:42][c:43]1[cH:44][cH:45][cH:46][cH:47][cH:48]1>>[NH:1]([c:2]1[cH:3][cH:4][cH:5][c:6]2[cH:7][cH:8][c:9]([O:12][c:13]3[cH:14][cH:15][c:16]4[c:17]([n:18]([CH3:37])[c:19]([CH2:21][O:22][c:23]5[cH:24][cH:25][c:26]([CH2:27][CH:28]6[C:29](=[O:34])[NH:30][C:31](=[O:33])[S:32]6)[cH:35][cH:36]5)[n:20]4)[cH:38]3)[cH:10][c:11]12)[C:40](=[S:39])[NH:41][CH2:42][c:43]1[cH:44][cH:45][cH:46][cH:47][cH:48]1. The reactants are 4A, ClC(C(=O)OC)(F)Cl (methyl dichlorofluoroacetate), FC1=C(C=CC(=C1)F)C1(CC1)C=O (1-(2,4-difluorophenyl)-1-formylcyclopropane), C(C)(=O)OC(C)=O (acetic anhydride). The reagents and catalysts are [Zn] (zinc), [Cu]Cl (copper (I) chloride). The solvent is O1CCCC1 (tetrahydrofuran). Yields the product FC1=C(C=CC(=C1)F)C1(CC1)C=C(C(=O)OC)F (1-(2,4-Difluorophenyl)-1-(2-fluoro-2(methoxycarbonyl)ethenyl)cyclopropane). The yield is 38.8%. As a reaction SMILES: [F:1][C:2]1[CH:7]=[C:6]([F:8])[CH:5]=[CH:4][C:3]=1[C:9]1([CH:12]=O)[CH2:11][CH2:10]1.C(OC(=O)C)(=O)C.Cl[C:22](Cl)([F:27])[C:23]([O:25][CH3:26])=[O:24]>[Zn].[Cu]Cl.O1CCCC1>[F:1][C:2]1[CH:7]=[C:6]([F:8])[CH:5]=[CH:4][C:3]=1[C:9]1([CH:12]=[C:22]([F:27])[C:23]([O:25][CH3:26])=[O:24])[CH2:10][CH2:11]1. Procedure: The method of Example 1 was repeated using zinc powder (1 g), copper (I) chloride (0.12 g), molecular sieve 4A (1 g), tetrahydrofuran (18 ml), 1-(2,4-difluorophenyl)-1-formylcyclopropane (0.44 g), acetic anhydride (0.4 ml) and methyl dichlorofluoroacetate (0.62 g) to yield the title compound (0.24 g, 39%).